Task: describe an organic reaction: reactants, conditions, products, and yield. Dataset: the Open Reaction Database (ORD), a public repository of structured organic reaction records The reactants are C(C)OC(=O)C1CCNCC1 (ethylpiperidine-4-carboxylate), BrCCOC (2-bromo-1-methoxyethane), C([O-])([O-])=O.[K+].[K+] (potassium carbonate), [OH-].[Na+] (sodium hydroxide). Solvent: C(C)O (ethanol), C(C)O (ethanol), O (water). Product: COCCN1CCC(CC1)C(=O)O (1-(2-methoxyethyl)piperidine-4-carboxylic acid). Reaction SMILES: C([O:3][C:4]([CH:6]1[CH2:11][CH2:10][NH:9][CH2:8][CH2:7]1)=[O:5])C.Br[CH2:13][CH2:14][O:15][CH3:16].C(=O)([O-])[O-].[K+].[K+].[OH-].[Na+]>C(O)C.O>[CH3:16][O:15][CH2:14][CH2:13][N:9]1[CH2:8][CH2:7][CH:6]([C:4]([OH:3])=[O:5])[CH2:11][CH2:10]1 |f:2.3.4,5.6|. Reported procedure: To ethylpiperidine-4-carboxylate (1 eq) in ethanol was added 2-bromo-1-methoxyethane (1 eq) and potassium carbonate 2 eq) and the resulting mixture was refluxed for 16 h. The mixture was then filtered and concentrated. To it was then added ethanol and water (3:1) and sodium hydroxide (1 eq) and it was refluxed for 16 h. The resulting 1-(2-methoxyethyl)piperidine-4-carboxylic acid was then azeotroped with toluene. MS: MH+=188. The reactants are CC(C)(C)OC(=O)NC(Cc1ccccc1C(F)(F)F)C(=O)O, CCN(C(C)C)C(C)C, ClC(Cl)Cl, COc1sc(C(=O)O)cc1-c1c(Cl)cnn1C, NC(Cc1cccc(F)c1)CN1C(=O)c2ccccc2C1=O. The product is COc1sc(C(=O)NC(Cc2cccc(F)c2)CN2C(=O)c3ccccc3C2=O)cc1-c1c(Cl)cnn1C. RXN SMILES: [CH3:40][C:41]([O:42][C:43]([NH:44][CH:45]([C:46]([OH:47])=[O:48])[CH2:49][c:50]1[cH:51][cH:52][cH:53][cH:54][c:55]1[C:56]([F:57])([F:58])[F:59])=[O:60])([CH3:61])[CH3:62].[CH:63]([N:64]([CH2:65][CH3:66])[CH:67]([CH3:68])[CH3:69])([CH3:70])[CH3:71].[CH:72]([Cl:73])([Cl:74])[Cl:75].[Cl:1][c:2]1[cH:3][n:4][n:5]([CH3:17])[c:6]1-[c:7]1[cH:8][c:9]([C:14](=[O:15])[OH:16])[s:10][c:11]1[O:12][CH3:13].[NH2:18][CH:19]([CH2:20][N:21]1[C:22](=[O:31])[c:23]2[cH:24][cH:25][cH:26][cH:27][c:28]2[C:29]1=[O:30])[CH2:32][c:33]1[cH:34][c:35]([F:39])[cH:36][cH:37][cH:38]1>>[Cl:1][c:2]1[cH:3][n:4][n:5]([CH3:17])[c:6]1-[c:7]1[cH:8][c:9]([C:14](=[O:16])[NH:18][CH:19]([CH2:20][N:21]2[C:22](=[O:31])[c:23]3[cH:24][cH:25][cH:26][cH:27][c:28]3[C:29]2=[O:30])[CH2:32][c:33]2[cH:34][c:35]([F:39])[cH:36][cH:37][cH:38]2)[s:10][c:11]1[O:12][CH3:13].